This data is from the Open Reaction Database (ORD), a public repository of structured organic reaction records. The task is: describe an organic reaction: reactants, conditions, products, and yield Starting materials: COC(=O)C=1C=2C=CNC2C=CC1 (indole-4-carboxylic-acid-methylester), 4-dimethyl-aminopyridine, C1(=CC=C(C=C1)S(=O)(=O)Cl)C (p-toluene-sulfonic-acid-chloride). The solvent is C(Cl)Cl (methylene-chloride), C(C)N(CC)CC (triethylamine), C(Cl)Cl (methylene chloride). Reaction conditions: time 16 hour. Yields the product COC(=O)C=1C=2C=CN(C2C=CC1)S(=O)(=O)C1=CC=C(C)C=C1 (1-tosylindole-4-carboxylic-acid-methylester). Isolated yield 89.6%. RXN SMILES: [CH3:1][O:2][C:3]([C:5]1[C:6]2[CH:7]=[CH:8][NH:9][C:10]=2[CH:11]=[CH:12][CH:13]=1)=[O:4].[C:14]1([CH3:24])[CH:19]=[CH:18][C:17]([S:20](Cl)(=[O:22])=[O:21])=[CH:16][CH:15]=1>C(Cl)Cl.C(N(CC)CC)C>[CH3:1][O:2][C:3]([C:5]1[C:6]2[CH:7]=[CH:8][N:9]([S:20]([C:17]3[CH:18]=[CH:19][C:14]([CH3:24])=[CH:15][CH:16]=3)(=[O:22])=[O:21])[C:10]=2[CH:11]=[CH:12][CH:13]=1)=[O:4]. Reported procedure: 1st stage: A solution of 21 g of indole-4-carboxylic-acid-methylester in 100 ml of methylene-chloride, 24.9 ml of triethylamine and 7.34 g of 4-dimethyl-aminopyridine is proportionately mixed at 0° C. with 34.2 g of p-toluene-sulfonic-acid-chloride. After 16 h at 0° C., the mixture is diluted with methylene chloride, washed neutral with saturated sodium bicarbonate solution and NaCl solution, and the solvent is distilled off in vacuum. 35.37 g of 1-tosylindole-4-carboxylic-acid-methylester with ... The product is BrC=1C(NC(NC1Cl)=O)=O (5-bromo-6-chloropyrimidine-2,4(1H,3H)-dione). Starting materials: ClC1=CC(NC(N1)=O)=O (6-chloropyrimidine-2,4(1H,3H)-dione), BrBr (bromine). RXN SMILES: [Cl:1][C:2]1[NH:7][C:6](=[O:8])[NH:5][C:4](=[O:9])[CH:3]=1.[Br:10]Br>O>[Br:10][C:3]1[C:4](=[O:9])[NH:5][C:6](=[O:8])[NH:7][C:2]=1[Cl:1]. Procedure: To a stirring and refluxing solution of 6-chloropyrimidine-2,4(1H,3H)-dione (10.0 g, 68.25 mmol) in water (100 mL) was added bromine (4 mL, 79.84 mmol)) over 10 min. The colorless precipitate that formed was collected by filtration, washed with water (50 mL×2), and dried in a vacuum oven at 50° C. overnight, to obtain 9.4 g of the title compound as a white solid. HPLC/MS: retention time=1.05 min, [M+H]30 =225. The solvent is O (water). Yield: 61.1%. Reactants: NC1=C(C(=O)OC(C)(C)C)C=CC(=C1)OC1=CC=CC=C1 (tert-butyl 2-amino-4-phenoxybenzoate), O(C1=CC=CC=C1)CC(=O)Cl (2-phenoxyacetyl chloride), C(Cl)Cl (methylene chloride), polystyrene, C(CC(O)(C(=O)O)CC(=O)O)(=O)O (citric acid). Run in C(C)N(CC)CC (triethylamine). Conditions: time 2 hour. The product is O(C1=CC=CC=C1)C1=CC(=C(C(=O)OC(C)(C)C)C=C1)NC(COC1=CC=CC=C1)=O (tert-butyl 4-phenoxy-2-(2-phenoxyacetamido)benzoate). Reaction SMILES: [O:1]([CH2:8][C:9](Cl)=[O:10])[C:2]1[CH:7]=[CH:6][CH:5]=[CH:4][CH:3]=1.C(Cl)Cl.[NH2:15][C:16]1[CH:28]=[C:27]([O:29][C:30]2[CH:35]=[CH:34][CH:33]=[CH:32][CH:31]=2)[CH:26]=[CH:25][C:17]=1[C:18]([O:20][C:21]([CH3:24])([CH3:23])[CH3:22])=[O:19].C(O)(=O)CC(CC(O)=O)(C(O)=O)O>C(N(CC)CC)C>[O:29]([C:27]1[CH:26]=[CH:25][C:17]([C:18]([O:20][C:21]([CH3:24])([CH3:22])[CH3:23])=[O:19])=[C:16]([NH:15][C:9](=[O:10])[CH2:8][O:1][C:2]2[CH:7]=[CH:6][CH:5]=[CH:4][CH:3]=2)[CH:28]=1)[C:30]1[CH:31]=[CH:32][CH:33]=[CH:34][CH:35]=1. Reported procedure: 0.029 mL of 2-phenoxyacetyl chloride was added to 2.5 mL of methylene chloride solution containing 40 mg of tert-butyl 2-amino-4-phenoxybenzoate and 0.039 mL of triethylamine at room temperature and stirred at the same temperature for 2 hours. 0.25 g of aminomethylated polystyrene was added to the reaction mixture and after stirred at the same temperature overnight, 5 mL of 10% citric acid aqueous solution was added. The organic layer was separated and the solvent was evaporated under reduced pr...